Task: describe an organic reaction: reactants, conditions, products, and yield. Dataset: the Open Reaction Database (ORD), a public repository of structured organic reaction records Starting materials: SC1=CC=C(C(=O)O)C=C1 (4-Mercaptobenzoic acid), CC1=C(C=CC(=C1Cl)I)NC([C@@](C(F)(F)F)(C)O)=O ((R)-N-(2-methyl-3-chloro-4-iodo-phenyl)-2-hydroxy-2-methyl-3,3,3-trifluoropropanamide), CCOC(=O)C (EtOAc). Reagents/catalysts: [Cu-]=O (Copper(I) oxide). Solvent: CN(C)C=O (DMF). Conditions: temperature 150 celsius. Product: CC1=C(C=CC(=C1Cl)SC1=CC=C(C=C1)C(=O)O)NC([C@@](C(F)(F)F)(C)O)=O ((R)-N-(2-Methyl-3-chloro-4-[4-carboxyphenylsulphanyl]phenyl)-2-hydroxy-2-methyl-3,3,3-trifluoropropanamide). Yield: 89.3%. Reaction SMILES: [SH:1][C:2]1[CH:10]=[CH:9][C:5]([C:6]([OH:8])=[O:7])=[CH:4][CH:3]=1.[CH3:11][C:12]1[C:17]([Cl:18])=[C:16](I)[CH:15]=[CH:14][C:13]=1[NH:20][C:21](=[O:29])[C@:22]([OH:28])([CH3:27])[C:23]([F:26])([F:25])[F:24].CCOC(C)=O>CN(C=O)C.[Cu-]=O>[CH3:11][C:12]1[C:17]([Cl:18])=[C:16]([S:1][C:2]2[CH:10]=[CH:9][C:5]([C:6]([OH:8])=[O:7])=[CH:4][CH:3]=2)[CH:15]=[CH:14][C:13]=1[NH:20][C:21](=[O:29])[C@:22]([OH:28])([CH3:27])[C:23]([F:26])([F:24])[F:25]. Reported procedure: 4-Mercaptobenzoic acid (308 mg) was added to a suspension of Copper(I) oxide (93 mg) and (R)-N-(2-methyl-3-chloro-4-iodo-phenyl)-2-hydroxy-2-methyl-3,3,3-trifluoropropanamide (Method 46) (530 mg) in DMF (5 ml). The mixture was heated under Argon to 150° C. for 4.5 hours. The mixture was allowed to cool to ambient temperature and EtOAc (100 ml) was added and the resulting suspension was filtered through diatomaceous earth, and volatile material was removed by evaporation. The residue was purified...